From a dataset of the Open Reaction Database (ORD), a public repository of structured organic reaction records. describe an organic reaction: reactants, conditions, products, and yield The reactants are CC1(SC2=C(N1)C=CC=C2)C (2,2-dimethylbenzothiazolidine), [BH4-].[Na+] (sodium borohydride). Product: C(C)(C)NC1=C(C=CC=C1)S (2-i-propylaminothiophenol). Reaction SMILES: [CH3:1][C:2]1([CH3:11])[NH:6][C:5]2[CH:7]=[CH:8][CH:9]=[CH:10][C:4]=2[S:3]1.[BH4-].[Na+]>>[CH:2]([NH:6][C:5]1[CH:7]=[CH:8][CH:9]=[CH:10][C:4]=1[SH:3])([CH3:11])[CH3:1] |f:1.2|. Procedure details: Use the method of Example 17b, reaction of 2,2-dimethylbenzothiazolidine with sodium borohydride to obtain the title compound. Starting materials: FC(C(=O)O)(F)F (Trifluoroacetic acid), COC(C1=CC(=C(C=C1)OCC(=O)OC(C)(C)C)C)=O (4-tert-butoxycarbonylmethoxy-3-methyl-benzoic acid methyl ester). Solvent: ClCCl (di-chloromethane). Reaction conditions: time 1 hour. Product: COC(C1=CC(=C(C=C1)OCC(=O)O)C)=O (4-Carboxymethoxy-3-methyl-benzoic Acid Methyl Ester). The yield is 100.0%. As a reaction SMILES: FC(F)(F)C(O)=O.[CH3:8][O:9][C:10](=[O:27])[C:11]1[CH:16]=[CH:15][C:14]([O:17][CH2:18][C:19]([O:21]C(C)(C)C)=[O:20])=[C:13]([CH3:26])[CH:12]=1>ClCCl>[CH3:8][O:9][C:10](=[O:27])[C:11]1[CH:16]=[CH:15][C:14]([O:17][CH2:18][C:19]([OH:21])=[O:20])=[C:13]([CH3:26])[CH:12]=1. Reported procedure: Trifluoroacetic acid (20 ml) was added to a solution of 4-tert-butoxycarbonylmethoxy-3-methyl-benzoic acid methyl ester from Example E41.1 (3.8 g, 13.6 mmol) in di-chloromethane (40 ml) and the mixture was stirred for 1 h at room temperature. Volatiles were removed in vacuo and azeotroped with dichloromethane to yield the title compound (3.04 g, 100%). The reactants are CCOC(=O)CC(NC(=O)NCC(=O)N1C(C(=O)OC(C)(C)C)CCC1c1ccccc1)c1ccccc1, CS(C)=O, CO, [K+], [OH-], O. The product is CC(C)(C)OC(=O)C1CCC(c2ccccc2)N1C(=O)CNC(=O)NC(CC(=O)O)c1ccccc1. As a reaction SMILES: [C:1]([CH3:2])([CH3:3])([CH3:4])[O:5][C:6](=[O:7])[CH:8]1[N:9]([C:19]([CH2:20][NH:21][C:22]([NH:23][CH:24]([CH2:25][C:26](=[O:27])[O:28][CH2:29][CH3:30])[c:31]2[cH:32][cH:33][cH:34][cH:35][cH:36]2)=[O:37])=[O:38])[CH:10]([c:13]2[cH:14][cH:15][cH:16][cH:17][cH:18]2)[CH2:11][CH2:12]1.[CH3:41][S:42]([CH3:43])=[O:44].[CH3:45][OH:46].[K+:40].[OH-:39].[OH2:47]>>[C:1]([CH3:2])([CH3:3])([CH3:4])[O:5][C:6](=[O:7])[CH:8]1[N:9]([C:19]([CH2:20][NH:21][C:22]([NH:23][CH:24]([CH2:25][C:26](=[O:27])[OH:28])[c:31]2[cH:32][cH:33][cH:34][cH:35][cH:36]2)=[O:37])=[O:38])[CH:10]([c:13]2[cH:14][cH:15][cH:16][cH:17][cH:18]2)[CH2:11][CH2:12]1. Starting materials: CC(C)C1=C(C(=CC=C1)C(C)C)CC(=O)C=1C(=C(C(=CC1)C(C)C)OS(N)(=O)=O)C(C)C (Sulfamic acid[[2,6-bis(1-methylethyl)phenyl]-acetyl]-2,6-bis(1-methylethyl)phenyl ester), C(C)(C)C1=C(C(=CC=C1)C(C)C)CC(=O)O (2,6-diisopropylphenylacetic acid), CC1=C(C(=CC(=C1)C)C)CC(=O)O (2,4,6-trimethylphenylacetic acid). The product is CC1=C(C(=CC(=C1)C)C)CC(=O)C=1C(=C(C(=CC1)C(C)C)OS(N)(=O)=O)C(C)C (sulfamic acid[2,4,6-trimethylphenyl-(acetyl)]-2,6-bis(1-methylethyl)phenyl ester). Reaction SMILES: CC(C1C=CC=C(C(C)C)C=1C[C:14]([C:16]1[C:17]([CH:30]([CH3:32])[CH3:31])=[C:18]([O:25][S:26](=[O:29])(=[O:28])[NH2:27])[C:19]([CH:22]([CH3:24])[CH3:23])=[CH:20][CH:21]=1)=[O:15])C.C(C1C=CC=C(C(C)C)C=1CC(O)=O)(C)C.[CH3:49][C:50]1[CH:55]=[C:54]([CH3:56])[CH:53]=[C:52]([CH3:57])[C:51]=1[CH2:58]C(O)=O>>[CH3:49][C:50]1[CH:55]=[C:54]([CH3:56])[CH:53]=[C:52]([CH3:57])[C:51]=1[CH2:58][C:14]([C:16]1[C:17]([CH:30]([CH3:32])[CH3:31])=[C:18]([O:25][S:26](=[O:28])(=[O:29])[NH2:27])[C:19]([CH:22]([CH3:23])[CH3:24])=[CH:20][CH:21]=1)=[O:15]. Procedure: This compound was prepared in the same manner as for the title compound of Example 1, except that 2,6-diisopropylphenylacetic acid was replaced with 2,4,6-trimethylphenylacetic acid, mp 159°-161° C. Reactants: ClC(CCl)Cl (1,1,2-trichloroethane), 4-((4-dimethylaminophenyl)-2,6diphenyl)-6-phenyl thiapyrylium, Lexan, polycarbonate, CC(C)(C1=CC=C(C=C1)O)C2=CC=C(C=C2)O.C(=O)(O)O (bisphenol A polycarbonate), polycarbonate. The reagents and catalysts are F[B-](F)(F)F.CN(C1=CC=C(C=C1)C1=CC(=[S+]C(=C1)C1=CC=CC=C1)C1=CC=C(C=C1)OCC)C (4-(4dimethylaminophenyl)-2-(4-ethoxyphenyl)-6-phenyl thiapyrylium tetrafluoroborate). Solvent: ClCCl (dichloromethane). Run at time 1 hour. The product is OC1=CC=C(C=C1)C(C)(C)C1=CC=C(C=C1)O (bisphenol A). As a reaction SMILES: ClC(Cl)CCl.[CH3:6][C:7]([C:16]1[CH:21]=[CH:20][C:19]([OH:22])=[CH:18][CH:17]=1)([C:9]1[CH:14]=[CH:13][C:12]([OH:15])=[CH:11][CH:10]=1)[CH3:8].C(O)(O)=O>F[B-](F)(F)F.CN(C)C1C=CC(C2C=C(C3C=CC=CC=3)[S+]=C(C3C=CC(OCC)=CC=3)C=2)=CC=1.ClCCl>[OH:15][C:12]1[CH:11]=[CH:10][C:9]([C:7]([C:16]2[CH:17]=[CH:18][C:19]([OH:22])=[CH:20][CH:21]=2)([CH3:8])[CH3:6])=[CH:14][CH:13]=1 |f:1.2,3.4|. Procedure details: To a mixture of 1155 grams of dichloromethane and 493.5 grams of 1,1,2-trichloroethane was added 8.04 grams of 4-((4-dimethylaminophenyl)-2,6diphenyl)-6-phenyl thiapyrylium tetrafluoroboiate and 5.36 grams of 4-(4dimethylaminophenyl)-2-(4-ethoxyphenyl)-6-phenyl thiapyrylium tetrafluoroborate. The mixture was stirred mechanically for one hour; to the resulting solution was added 102 grams of high molecular weight bisphenol A polycarbonate, (Makrolon™ 5705 polycarbonate, obtained from Mobay Chemic...